This data is from the Open Reaction Database (ORD), a public repository of structured organic reaction records. The task is: describe an organic reaction: reactants, conditions, products, and yield The reactants are N1[C@@H](CC1)COC=1C=NC=C(C1)C1=CC(=CC=C1)C[C@@H](CC1=CC=CC=C1)OC (3-[(2(S)-azetidinyl)methoxy]-5-[3-(2(R)-methoxy-3-phenylpropyl)phenyl]pyridine), Cl (hydrochloric acid). Solvent: CO (methanol). Run at time 2 hour. The product is Cl.N1[C@@H](CC1)COC=1C=NC=C(C1)C1=CC(=CC=C1)C[C@@H](CC1=CC=CC=C1)OC (3-[(2(S)-Azetidinyl)methoxy]-5-[3-(2(R)-methoxy-3-phenylpropyl)phenyl]pyridine Hydrochloride). RXN SMILES: [NH:1]1[CH2:4][CH2:3][C@H:2]1[CH2:5][O:6][C:7]1[CH:8]=[N:9][CH:10]=[C:11]([C:13]2[CH:18]=[CH:17][CH:16]=[C:15]([CH2:19][C@H:20]([O:28][CH3:29])[CH2:21][C:22]3[CH:27]=[CH:26][CH:25]=[CH:24][CH:23]=3)[CH:14]=2)[CH:12]=1.[ClH:30]>CO>[ClH:30].[NH:1]1[CH2:4][CH2:3][C@H:2]1[CH2:5][O:6][C:7]1[CH:8]=[N:9][CH:10]=[C:11]([C:13]2[CH:18]=[CH:17][CH:16]=[C:15]([CH2:19][C@H:20]([O:28][CH3:29])[CH2:21][C:22]3[CH:27]=[CH:26][CH:25]=[CH:24][CH:23]=3)[CH:14]=2)[CH:12]=1 |f:3.4|. Procedure details: To a solution of 3-[(2(S)-azetidinyl)methoxy]-5-[3-(2(R)-methoxy-3-phenylpropyl)phenyl]pyridine (175 mg, 0.45 mmol) in methanol (1 mL) was added 2M hydrochloric acid (2 mL) at 0° C. under N2. The solution was stirred for 2 h at room temperature and evaporated. The residue was dissolved in 8 mL of water and lyophilized. The lyophilization process was repeated three times to give the hydrochloride (200 mg) as a colorless solid. 1H NMR (D2O, 300 MHz) δ 8.61 (s, 1H), 8.50 (s, 1H), 8.34 (s, 1H), 7.56... The reactants are CC1(OCCO1)C=1C=C2C(CCC(C2=CC1)(CC(=O)OCC)O)(C)C ((+/-) 6-(2-methyl-1,3-dioxolan-2-yl)-1,2,3,4-tetrahydro-4,4-dimethyl-1-hydroxy-1-(carboethoxymethyl)-naphthlene), CC=1C=CC(=CC1)S(=O)(=O)O (TsOH), O (water). The solvent is C1=CC=CC=C1 (benzene). The product is CC1(CC=C(C2=CC=C(C=C12)C(C)=O)CCC(=O)OCC)C (3,4-Dihydro-4,4-dimethyl-1-(carboethoxyethyl)-6-acetyl-naphthalene). RXN SMILES: C[C:2]1([C:7]2[CH:8]=[C:9]3[C:14](=[CH:15][CH:16]=2)[C:13](O)([CH2:17][C:18](OCC)=O)[CH2:12][CH2:11][C:10]3([CH3:25])[CH3:24])[O:6][CH2:5][CH2:4][O:3]1.[CH3:26][C:27]1C=CC(S(O)(=O)=O)=CC=1.[OH2:37]>C1C=CC=CC=1>[CH3:24][C:10]1([CH3:25])[C:9]2[C:14](=[CH:13][CH:17]=[C:18]([C:26](=[O:37])[CH3:27])[CH:8]=2)[C:15]([CH2:16][CH2:7][C:2]([O:3][CH2:4][CH3:5])=[O:6])=[CH:12][CH2:11]1. Procedure: A solution of (+/-) 6-(2-methyl-1,3-dioxolan-2-yl)-1,2,3,4-tetrahydro-4,4-dimethyl-1-hydroxy-1-(carboethoxymethyl)-naphthlene ((Compound D16, 321 mg, 0.90 mmol) and catalytic amount of TsOH in 20 ml of benzene was refluxed for 12 h. During the reaction the water generated from the reaction was periodically removed by a Dean-Stark trap. The solvent was removed and the residue was purified by column chromatography (silica, ethyl acetate/hexane (1/3)) to give the title compound as an oil (215 mg). Reactants: resultant solution, NC1=NC=C(C=N1)Br (2-amino-5-bromopyrimidine), S1C(=CC=C1)B(O)O (2-thienylboronic acid), [OH-].[Ba+2].[OH-] (barium hydroxide), COCCOC (DME). Reagents/catalysts: [Pd].C1(=CC=CC=C1)P(C1=CC=CC=C1)C1=CC=CC=C1.C1(=CC=CC=C1)P(C1=CC=CC=C1)C1=CC=CC=C1.C1(=CC=CC=C1)P(C1=CC=CC=C1)C1=CC=CC=C1.C1(=CC=CC=C1)P(C1=CC=CC=C1)C1=CC=CC=C1 (Tetrakis(triphenyl-phosphine) palladium(0)). Solvent: O (water). The product is S1C(=CC=C1)C=1C=NC(=NC1)N (5-(Thien-2-yl)-2-aminopyrimidine). Reaction SMILES: [NH2:1][C:2]1[N:7]=[CH:6][C:5](Br)=[CH:4][N:3]=1.[S:9]1[CH:13]=[CH:12][CH:11]=[C:10]1B(O)O.[OH-].[Ba+2].[OH-].COCCOC>[Pd].C1(P(C2C=CC=CC=2)C2C=CC=CC=2)C=CC=CC=1.C1(P(C2C=CC=CC=2)C2C=CC=CC=2)C=CC=CC=1.C1(P(C2C=CC=CC=2)C2C=CC=CC=2)C=CC=CC=1.C1(P(C2C=CC=CC=2)C2C=CC=CC=2)C=CC=CC=1.O>[S:9]1[CH:13]=[CH:12][CH:11]=[C:10]1[C:5]1[CH:4]=[N:3][C:2]([NH2:1])=[N:7][CH:6]=1 |f:2.3.4,6.7.8.9.10|. Reported procedure: A mixture of 2-amino-5-bromopyrimidine (0.299 g, 1.72 mmol), 2-thienylboronic acid (1.56 g, 12.79 mmol), barium hydroxide (0.813 mg, 2.58 mmol), DME (8 mL) and water (1.5 mL) is purged with dry argon. Tetrakis(triphenyl-phosphine) palladium(0) (99.0 mg, 0.086 mmol) is added, and the resultant solution is stirred at 80° C. for 4 hours. The solvents are evaporated in vacuo, and the residue is partitioned between EtOAc and water. The aqueous extract is separated, and extracted with EtOAc. The organ... Starting materials: Cc1c[nH]c2c1C(=O)CC(C)(C)C2, Nc1ncnc2c(F)c(F)ccc12, [H-], [Na+], CN(C)C=O. Product: Cc1cn(-c2ccc3c(N)ncnc3c2F)c2c1C(=O)CC(C)(C)C2. RXN SMILES: [CH3:3][c:4]1[cH:5][nH:6][c:7]2[c:12]1[C:11](=[O:13])[CH2:10][C:9]([CH3:14])([CH3:15])[CH2:8]2.[F:16][c:17]1[cH:18][cH:19][c:20]2[c:21]([NH2:28])[n:22][cH:23][n:24][c:25]2[c:26]1[F:27].[H-:1].[Na+:2].[O:29]=[CH:30][N:31]([CH3:32])[CH3:33]>>[CH3:3][c:4]1[cH:5][n:6](-[c:17]2[cH:18][cH:19][c:20]3[c:21]([NH2:28])[n:22][cH:23][n:24][c:25]3[c:26]2[F:27])[c:7]2[c:12]1[C:11](=[O:13])[CH2:10][C:9]([CH3:14])([CH3:15])[CH2:8]2. The reactants are [H-].[Al+3].[Li+].[H-].[H-].[H-] (lithium aluminum hydride), C(C1=CC=CC=C1)N1C[C@H]2[C@@H](C1)C1=C(OC2=O)C=C(C=C1)OC (cis-2-benzyl-7-methoxy-1,3,3a,9b-tetrahydrobenzopyrano[3,4-c]pyrrol-4-one). The solvent is C1CCOC1 (THF). Product: C(C1=CC=CC=C1)N1C[C@H]([C@H](C1)C1=C(C=C(C=C1)OC)O)CO (cis-1-Benzyl-3-hydroxymethyl-4-(2-hydroxy-4-methoxyphenyl)pyrrolidine). As a reaction SMILES: [H-].[Al+3].[Li+].[H-].[H-].[H-].[CH2:7]([N:14]1[CH2:18][C@H:17]2[C:19]3[CH:27]=[CH:26][C:25]([O:28][CH3:29])=[CH:24][C:20]=3[O:21][C:22](=[O:23])[C@H:16]2[CH2:15]1)[C:8]1[CH:13]=[CH:12][CH:11]=[CH:10][CH:9]=1>C1COCC1>[CH2:7]([N:14]1[CH2:18][C@H:17]([C:19]2[CH:27]=[CH:26][C:25]([O:28][CH3:29])=[CH:24][C:20]=2[OH:21])[C@H:16]([CH2:22][OH:23])[CH2:15]1)[C:8]1[CH:9]=[CH:10][CH:11]=[CH:12][CH:13]=1 |f:0.1.2.3.4.5|. Procedure details: To 230 mmol of lithium aluminum hydride in 800 ml of THF, under a nitrogen atmosphere, are added 180 mmol of cis-2-benzyl-7-methoxy-1,3,3a,9b-tetrahydrobenzopyrano[3,4-c]pyrrol-4-one, described in Preparation G, at +5° C. The reaction medium is maintained at +10° C. for one hour before being hydrolyzed, and is filtered on Celite. The organic phase is dried and, after evaporation, gives the expected product.